This data is from the Open Reaction Database (ORD), a public repository of structured organic reaction records. The task is: describe an organic reaction: reactants, conditions, products, and yield Starting materials: C(C=C)ON1[C@@H]2C(=C[C@H](N(C1=O)C2)CO[Si](C)(C)C(C)(C)C)C ((2S,5R)-6-(allyloxy)-2-((tert-butyldimethylsilyloxy)methyl)-4-methyl-1,6-diazabicyclo[3.2.1]oct-3-en-7-one), C(C=C)ON[C@@H]1C(=C([C@H](NC1)C(=O)N)C)C ((2S,5R)-5-(allyloxyamino)-3,4-dimethyl-1,2,5,6-tetrahydropyridine-2-carboxamide), C(C=C)ON[C@@H]1C(=C([C@H](NC1)C(=O)N)C)C ((2S,5R)-5-(allyloxyamino)-3,4-dimethyl-1,2,5,6-tetrahydropyridine-2-carboxamide). The product is ethyl acetate hexanes, C(C=C)ON1[C@@H]2C(=C([C@H](N(C1=O)C2)C(=O)N)C)C ((2S,5R)-6-(allyloxy)-3,4-dimethyl-7-oxo-1,6-diazabicyclo[3.2.1]oct-3-ene-2-carboxamide). The yield is 66.5%. As a reaction SMILES: [CH2:1]([O:4][NH:5][C@H:6]1[CH2:11][NH:10][C@H:9]([C:12]([NH2:14])=[O:13])[C:8]([CH3:15])=[C:7]1[CH3:16])[CH:2]=[CH2:3].[CH2:17]([O:20]N1C(=O)N2C[C@H]1C(C)=C[C@H]2CO[Si](C(C)(C)C)(C)C)C=C>>[CH2:1]([O:4][N:5]1[C:17](=[O:20])[N:10]2[CH2:11][C@H:6]1[C:7]([CH3:16])=[C:8]([CH3:15])[C@H:9]2[C:12]([NH2:14])=[O:13])[CH:2]=[CH2:3]. Reported procedure: The title compound was prepared from (2S,5R)-5-(allyloxyamino)-3,4-dimethyl-1,2,5,6-tetrahydropyridine-2-carboxamide (Intermediate 197, 0.31 g, 1.38 mmol) following the procedure described for Intermediate 13. Silica gel chromatography (0%-70% ethyl acetate/hexanes) afforded the desired product as a white solid (0.23 g, 66.5%). The yield is 33.9%. Reported procedure: In the similar fashion using route 14 general procedure 27, 8-aminoquinoline (100 mg, 0.69 mmol), methyl 2-chlorosulfonylbenzoate (160 mg, 0.69 mmol) and DMAP (cat.) gave the title compound (80 mg, 35%) after purification by column chromatography with DCM as the eluent. Starting materials: NC=1C=CC=C2C=CC=NC12 (8-aminoquinoline), ClS(=O)(=O)C1=C(C(=O)OC)C=CC=C1 (methyl 2-chlorosulfonylbenzoate). The product is COC(C1=C(C=CC=C1)S(NC=1C=CC=C2C=CC=NC12)(=O)=O)=O (2-(Quinolin-8-ylsulfamoyl)-benzoic acid methyl ester). As a reaction SMILES: [NH2:1][C:2]1[CH:3]=[CH:4][CH:5]=[C:6]2[C:11]=1[N:10]=[CH:9][CH:8]=[CH:7]2.Cl[S:13]([C:16]1[CH:25]=[CH:24][CH:23]=[CH:22][C:17]=1[C:18]([O:20][CH3:21])=[O:19])(=[O:15])=[O:14]>CN(C1C=CN=CC=1)C>[CH3:21][O:20][C:18](=[O:19])[C:17]1[CH:22]=[CH:23][CH:24]=[CH:25][C:16]=1[S:13](=[O:14])(=[O:15])[NH:1][C:2]1[CH:3]=[CH:4][CH:5]=[C:6]2[C:11]=1[N:10]=[CH:9][CH:8]=[CH:7]2. Reagents/catalysts: CN(C)C=1C=CN=CC1 (DMAP). Starting materials: O=C([O-])[O-], CCCCCC, CS(C)=O, [K+], [K+], O, NCCCc1ccccc1, ClCCCOc1ccc2ccccc2c1, c1ccccc1. The product is c1ccc(CCCNCCCOc2ccc3ccccc3c2)cc1. RXN SMILES: [C:1](=[O:2])([O-:3])[O-:4].[CH3:32][CH2:33][CH2:34][CH2:35][CH2:36][CH3:37].[CH3:44][S:45]([CH3:46])=[O:47].[K+:5].[K+:6].[OH2:48].[c:7]1([CH2:13][CH2:14][CH2:15][NH2:16])[cH:8][cH:9][cH:10][cH:11][cH:12]1.[cH:17]1[c:18]([O:27][CH2:28][CH2:29][CH2:30][Cl:31])[cH:19][cH:20][c:21]2[cH:22][cH:23][cH:24][cH:25][c:26]12.[cH:38]1[cH:39][cH:40][cH:41][cH:42][cH:43]1>>[c:7]1([CH2:13][CH2:14][CH2:15][NH:16][CH2:30][CH2:29][CH2:28][O:27][c:18]2[cH:17][c:26]3[c:21]([cH:20][cH:19]2)[cH:22][cH:23][cH:24][cH:25]3)[cH:8][cH:9][cH:10][cH:11][cH:12]1. Reactants: O=C([O-])[O-], CCOC(=O)C(C)(C)Oc1ccc(O)cc1C, CC#N, FC(F)(F)c1ccc(-c2ccc(CCl)c(C3CC3)n2)cc1, [Cs+], [Cs+]. The product is CCOC(=O)C(C)(C)Oc1ccc(OCc2ccc(-c3ccc(C(F)(F)F)cc3)nc2C2CC2)cc1C. Reaction SMILES: [C:39](=[O:40])([O-:41])[O-:42].[CH2:1]([CH3:2])[O:3][C:4]([C:5]([CH3:6])([CH3:7])[O:8][c:9]1[c:10]([CH3:16])[cH:11][c:12]([OH:15])[cH:13][cH:14]1)=[O:17].[CH3:45][C:46]#[N:47].[Cl:18][CH2:19][c:20]1[c:21]([CH:36]2[CH2:37][CH2:38]2)[n:22][c:23](-[c:26]2[cH:27][cH:28][c:29]([C:32]([F:33])([F:34])[F:35])[cH:30][cH:31]2)[cH:24][cH:25]1.[Cs+:43].[Cs+:44]>>[CH2:1]([CH3:2])[O:3][C:4]([C:5]([CH3:6])([CH3:7])[O:8][c:9]1[c:10]([CH3:16])[cH:11][c:12]([O:15][CH2:19][c:20]2[c:21]([CH:36]3[CH2:37][CH2:38]3)[n:22][c:23](-[c:26]3[cH:27][cH:28][c:29]([C:32]([F:33])([F:34])[F:35])[cH:30][cH:31]3)[cH:24][cH:25]2)[cH:13][cH:14]1)=[O:17]. The reactants are OC1=CC=C(C(=O)C2=CC=C(CSC3=NC4=CC=CC(=C4C(N3C)=O)C)C=C2)C=C1 (2-[4-(4-Hydroxybenzoyl)benzylthio]-3,5-dimethyl-4(3H)-quinazolinone), Cl.CN(CCCl)C (2-dimethylaminoethyl chloride hydrochloride), C([O-])([O-])=O.[K+].[K+] (potassium carbonate). Solvent: CN(C)C=O (DMF). Reaction conditions: temperature 80 celsius, time 20 hour. Yields the product Cl.CN1C(=NC2=CC=CC(=C2C1=O)C)SCC1=CC=C(C=C1)C(C1=CC=C(C=C1)OCCN(C)C)=O (3,5-Dimethyl-2-[4-[4-(2-dimethylaminoethoxy)benzoyl]benzylthio]-4(3H)-quinazolinone hydrochloride). Yield: 50.1%. RXN SMILES: [OH:1][C:2]1[CH:30]=[CH:29][C:5]([C:6]([C:8]2[CH:28]=[CH:27][C:11]([CH2:12][S:13][C:14]3[N:23]([CH3:24])[C:22](=[O:25])[C:21]4[C:16](=[CH:17][CH:18]=[CH:19][C:20]=4[CH3:26])[N:15]=3)=[CH:10][CH:9]=2)=[O:7])=[CH:4][CH:3]=1.Cl.[CH3:32][N:33]([CH3:37])[CH2:34][CH2:35][Cl:36].C(=O)([O-])[O-].[K+].[K+]>CN(C=O)C>[ClH:36].[CH3:24][N:23]1[C:22](=[O:25])[C:21]2[C:16](=[CH:17][CH:18]=[CH:19][C:20]=2[CH3:26])[N:15]=[C:14]1[S:13][CH2:12][C:11]1[CH:27]=[CH:28][C:8]([C:6](=[O:7])[C:5]2[CH:4]=[CH:3][C:2]([O:1][CH2:35][CH2:34][N:33]([CH3:37])[CH3:32])=[CH:30][CH:29]=2)=[CH:9][CH:10]=1 |f:1.2,3.4.5,7.8|. Reported procedure: 2-[4-(4-Hydroxybenzoyl)benzylthio]-3,5-dimethyl-4(3H)-quinazolinone (306 mg), 2-dimethylaminoethyl chloride hydrochloride (218 mg), and potassium carbonate (316 mg) were dissolved in DMF (5 ml) and the solution was stirred at 80° C. for 20 hours. This reaction mixture was concentrated and the residue was dissolved in ethyl acetate, washed with water, and dried. Then, hydrogen chloride/ethyl acetate was added and the precipitated hydrochloride was collected by filtration to provide the title comp... Reactants: O=C(O)C(Cl)=C(Cl)C(=O)Nc1ccc(F)cc1, O. The product is O=C1C(Cl)=C(Cl)C(=O)N1c1ccc(F)cc1. Reaction SMILES: [F:1][c:2]1[cH:3][cH:4][c:5]([NH:8][C:9]([C:10](=[C:11]([C:12](=[O:13])[OH:14])[Cl:15])[Cl:16])=[O:17])[cH:6][cH:7]1.[OH2:18]>>[F:1][c:2]1[cH:3][cH:4][c:5]([N:8]2[C:9](=[O:17])[C:10]([Cl:16])=[C:11]([Cl:15])[C:12]2=[O:14])[cH:6][cH:7]1.